This data is from the Open Reaction Database (ORD), a public repository of structured organic reaction records. The task is: describe an organic reaction: reactants, conditions, products, and yield The reactants are N[C@H](C)C(C)(C)C (2-(R)-amino-3,3-dimethylbutane), C([O-])([O-])=O.[K+].[K+] (potassium carbonate), O (water), ClC1=CC(=C(C=C1)[N+](=O)[O-])F (4-chloro-2-fluoronitrobenzene). The solvent is C1CCOC1 (THF). Conditions: temperature 75 celsius, time 3 hour. The product is ClC=1C=CC(=C(C1)N[C@@H](C(C)(C)C)C)[N+](=O)[O-] ((5-Chloro-2-nitrophenyl)-(1-(R)-methyl-2,2-dimethylpropyl)amine). Yield: 100.5%. Reaction SMILES: [NH2:1][C@@H:2]([C:4]([CH3:7])([CH3:6])[CH3:5])[CH3:3].C(=O)([O-])[O-].[K+].[K+].O.[Cl:15][C:16]1[CH:21]=[CH:20][C:19]([N+:22]([O-:24])=[O:23])=[C:18](F)[CH:17]=1>C1COCC1>[Cl:15][C:16]1[CH:17]=[CH:18][C:19]([N+:22]([O-:24])=[O:23])=[C:20]([NH:1][C@H:2]([CH3:3])[C:4]([CH3:7])([CH3:6])[CH3:5])[CH:21]=1 |f:1.2.3|. Procedure: Add 2-(R)-amino-3,3-dimethylbutane (20 mL, 0.148 mol), potassium carbonate (14.3 g, 0.104 mol) and water (50 mL) to a solution of 4-chloro-2-fluoronitrobenzene (13.3 g, 0.076 mol) in THF (450 mL) and stir at 75° C. for 3 h Cool to ambient temperature. Concentrate to ½ volume, dilute with ethyl acetate and wash with 1N HCl (4×100 mL), water, saturated sodium bicarbonate, saturated sodium chloride, dry with magnesium sulfate and concentrate to give the title compound as an orange solid (19.6 g, qu... Reactants: O=C([O-])[O-], [Cs+], [Cs+], Oc1ccc(F)cc1, O=C(N1CCCC(COc2ccc3c(c2)OCO3)C1)C1(c2ccc(Cl)cc2)CCC1. Product: O=C(N1CCCC(COc2ccc(F)cc2)C1)C1(c2ccc(Cl)cc2)CCC1. Reaction SMILES: [C:9](=[O:10])([O-:11])[O-:12].[Cs+:13].[Cs+:14].[F:1][c:2]1[cH:3][cH:4][c:5]([OH:8])[cH:6][cH:7]1.[O:15]1[c:16]2[cH:17][cH:18][c:19]([O:20][CH2:25][CH:26]3[CH2:27][N:28]([C:32](=[O:33])[C:34]4([c:38]5[cH:39][cH:40][c:41]([Cl:44])[cH:42][cH:43]5)[CH2:35][CH2:36][CH2:37]4)[CH2:29][CH2:30][CH2:31]3)[cH:21][c:22]2[O:23][CH2:24]1>>[F:1][c:2]1[cH:3][cH:4][c:5]([O:8][CH2:25][CH:26]2[CH2:27][N:28]([C:32](=[O:33])[C:34]3([c:38]4[cH:39][cH:40][c:41]([Cl:44])[cH:42][cH:43]4)[CH2:35][CH2:36][CH2:37]3)[CH2:29][CH2:30][CH2:31]2)[cH:6][cH:7]1. The reactants are CCN(CC)CCCCN, COc1cc(OC)c(F)c(N2Cc3cnc(S(C)=O)nc3N(C3CCCC3)C2=O)c1F, C1COCCO1. The product is CCN(CC)CCCCNc1ncc2c(n1)N(C1CCCC1)C(=O)N(c1c(F)c(OC)cc(OC)c1F)C2. As a reaction SMILES: [CH2:32]([CH3:33])[N:34]([CH2:35][CH2:36][CH2:37][CH2:38][NH2:39])[CH2:40][CH3:41].[CH:1]1([N:6]2[C:7](=[O:31])[N:8]([c:19]3[c:20]([F:30])[c:21]([O:28][CH3:29])[cH:22][c:23]([O:26][CH3:27])[c:24]3[F:25])[CH2:9][c:10]3[c:11]2[n:12][c:13]([S:16]([CH3:17])=[O:18])[n:14][cH:15]3)[CH2:2][CH2:3][CH2:4][CH2:5]1.[O:42]1[CH2:43][CH2:44][O:45][CH2:46][CH2:47]1>>[CH:1]1([N:6]2[C:7](=[O:31])[N:8]([c:19]3[c:20]([F:30])[c:21]([O:28][CH3:29])[cH:22][c:23]([O:26][CH3:27])[c:24]3[F:25])[CH2:9][c:10]3[c:11]2[n:12][c:13]([NH:39][CH2:38][CH2:37][CH2:36][CH2:35][N:34]([CH2:32][CH3:33])[CH2:40][CH3:41])[n:14][cH:15]3)[CH2:2][CH2:3][CH2:4][CH2:5]1. Procedure details: To a solution of 3-chloro-5-fluoro-1,2-benzisoxazole (0.83 g) in dimethylformamide (8 ml) was added 2-t-butoxycarbonylaminoethanethiol (0.86 g) and potassium carbonate (0.67 g) with stirring under nitrogen atmosphere, and the mixture was then stirred at 80° C. for 3 hours. The reaction mixture was poured into ice water, extracted with ethyl acetate and the combined extracts were washed with brine and dried over anhydrous magnesium sulphate. After filtration, the solvent was evaporated under redu... Reactants: ClC1=NOC2=C1C=C(C=C2)F (3-chloro-5-fluoro-1,2-benzisoxazole), C(C)(C)(C)OC(=O)NCCS (2-t-butoxycarbonylaminoethanethiol), C([O-])([O-])=O.[K+].[K+] (potassium carbonate), ice water. Product: C(C)(C)(C)OC(=O)NCCSC1=NOC2=C1C=C(C=C2)F (3-(2-(N-t-Butoxycarbonylamino)ethylthio)-5-fluoro-1,2-benzisoxazole). Reaction SMILES: Cl[C:2]1[C:6]2[CH:7]=[C:8]([F:11])[CH:9]=[CH:10][C:5]=2[O:4][N:3]=1.[C:12]([O:16][C:17]([NH:19][CH2:20][CH2:21][SH:22])=[O:18])([CH3:15])([CH3:14])[CH3:13].C(=O)([O-])[O-].[K+].[K+]>CN(C)C=O>[C:12]([O:16][C:17]([NH:19][CH2:20][CH2:21][S:22][C:2]1[C:6]2[CH:7]=[C:8]([F:11])[CH:9]=[CH:10][C:5]=2[O:4][N:3]=1)=[O:18])([CH3:15])([CH3:14])[CH3:13] |f:2.3.4|. Solvent: CN(C=O)C (dimethylformamide). The yield is 80.1%.